Dataset: the Open Reaction Database (ORD), a public repository of structured organic reaction records. Task: describe an organic reaction: reactants, conditions, products, and yield Reactants: CC=1C(=C(C=CC1)O)C (dimethylphenol), CS(=O)C (dimethylsulfoxide), CO (methanol), Cl (hydrogen chloride). Product: [Cl-].OC1=C(C=C(C=C1C)[S+](C)C)C (4-Hydroxy-3,5-dimethyl phenyl dimethyl sulfonium chloride). As a reaction SMILES: C[C:2]1[C:3]([CH3:9])=[C:4]([OH:8])[CH:5]=[CH:6][CH:7]=1.[CH3:10][S:11]([CH3:13])=O.[ClH:14].[CH3:15]O>>[Cl-:14].[OH:8][C:4]1[C:3]([CH3:9])=[CH:2][C:7]([S+:11]([CH3:13])[CH3:10])=[CH:6][C:5]=1[CH3:15] |f:4.5|. Reported procedure: 61 g of dimethylphenol (0.5 mole), 39 g (0.5 mole) of dimethylsulfoxide (DMSO), and 400 ml of methanol were placed in a 1 liter round bottom flask equipped with a thermometer and a condenser. The mixture was cooled in a liquid nitrogen-isopropyl alcohol bath while hydrogen chloride gas was bubbled in at 10° C. for 6 hours. A precipitate was formed and a part of the methanol was removed by rotavap. The crystals were filtered and washed with ether several times. The solid product gave the followin... Reported procedure: Compound No. 157 (colorless needles) was prepared in a similar manner to Example 17, proceeding from the corresponding compounds ethyl 2-methyl-3,4,6,-trifluorobenzoylacetate, ethyl orthoformate, acetic anhydride and 3-amino-1,2,5-thiadiazole hydrochloride. Product: S1N=C(C=N1)NC=C(C(=O)OCC)C(C1=C(C(=C(C=C1F)F)F)C)=O (Ethyl 3-(1,2,5-thiadiazole-3-ylamino)-2-(2-methyl-3,4,6-trifluorobenzoyl)acrylate). Reaction SMILES: [CH3:1][C:2]1[C:15]([F:16])=[C:14]([F:17])[CH:13]=[C:12]([F:18])[C:3]=1[C:4]([CH2:6][C:7]([O:9][CH2:10][CH3:11])=[O:8])=[O:5].[CH:19]([O-])([O-])OCC.C(OC(=O)C)(=O)C.Cl.[NH2:33][C:34]1[CH:38]=[N:37][S:36][N:35]=1>>[S:36]1[N:37]=[CH:38][C:34]([NH:33][CH:19]=[C:6]([C:4](=[O:5])[C:3]2[C:12]([F:18])=[CH:13][C:14]([F:17])=[C:15]([F:16])[C:2]=2[CH3:1])[C:7]([O:9][CH2:10][CH3:11])=[O:8])=[N:35]1 |f:3.4|. Reactants: CC1=C(C(=O)CC(=O)OCC)C(=CC(=C1F)F)F (ethyl 2-methyl-3,4,6,-trifluorobenzoylacetate), Cl.NC1=NSN=C1 (3-amino-1,2,5-thiadiazole hydrochloride), C(OCC)([O-])[O-] (ethyl orthoformate), C(C)(=O)OC(C)=O (acetic anhydride).